Dataset: the Open Reaction Database (ORD), a public repository of structured organic reaction records. Task: describe an organic reaction: reactants, conditions, products, and yield The reactants are CC(=O)[O-], CC(=O)[O-], CC1Cc2cccc(Cl)c2C1=O, [Na+], [Na+], O=C([O-])[O-], O, OB(O)c1ccccc1, [Pd+2], c1ccc(P(c2ccccc2)c2ccccc2)cc1. Product: CC1Cc2cccc(-c3ccccc3)c2C1=O. As a reaction SMILES: [C:47]([O-:48])(=[O:49])[CH3:50].[C:52]([O-:53])(=[O:54])[CH3:55].[Cl:1][c:2]1[cH:3][cH:4][cH:5][c:6]2[c:10]1[C:9](=[O:11])[CH:8]([CH3:12])[CH2:7]2.[Na+:22].[Na+:23].[O-:24][C:25](=[O:26])[O-:27].[OH2:56].[OH:13][B:14]([OH:15])[c:16]1[cH:17][cH:18][cH:19][cH:20][cH:21]1.[Pd+2:51].[c:28]1([P:29]([c:30]2[cH:31][cH:32][cH:33][cH:34][cH:35]2)[c:36]2[cH:37][cH:38][cH:39][cH:40][cH:41]2)[cH:42][cH:43][cH:44][cH:45][cH:46]1>>[c:2]1(-[c:16]2[cH:17][cH:18][cH:19][cH:20][cH:21]2)[cH:3][cH:4][cH:5][c:6]2[c:10]1[C:9](=[O:11])[CH:8]([CH3:12])[CH2:7]2. Starting materials: N(=[N+]=[N-])C=1C=NC=CC1 (3-azidopyridine), C(#C)C1=CC=CC(=N1)C1=NC=CC=N1 (2-(6-ethynylpyridin-2-yl)pyrimidine), [Na] (sodium), O=C1C(O)=C(O)[C@H](O1)[C@@H](O)CO (L-ascorbic acid). The reagents and catalysts are O.O.O.O.O.S(=O)(=O)([O-])[O-].[Cu+2] (copper(II) sulfate pentahydrate). Run in O (water), O (water), C(C)(C)(C)O (tert-butanol). Conditions: time 23 hour. Product: N1=CC(=CC=C1)N1N=NC(=C1)C1=CC=CC(=N1)C1=NC=CC=N1 (2-{6-[1-(pyridin-3-yl)-1H-1,2,3-triazol-4-yl]pyridin-2-yl}pyrimidine). Isolated yield 10.4%. As a reaction SMILES: [N:1]([C:4]1[CH:5]=[N:6][CH:7]=[CH:8][CH:9]=1)=[N+:2]=[N-:3].[C:10]([C:12]1[N:17]=[C:16]([C:18]2[N:23]=[CH:22][CH:21]=[CH:20][N:19]=2)[CH:15]=[CH:14][CH:13]=1)#[CH:11].[Na].O=C1O[C@H]([C@H](CO)O)C(O)=C1O>O.C(O)(C)(C)C.O.O.O.O.O.S([O-])([O-])(=O)=O.[Cu+2]>[N:6]1[CH:7]=[CH:8][CH:9]=[C:4]([N:1]2[CH:11]=[C:10]([C:12]3[N:17]=[C:16]([C:18]4[N:23]=[CH:22][CH:21]=[CH:20][N:19]=4)[CH:15]=[CH:14][CH:13]=3)[N:3]=[N:2]2)[CH:5]=1 |f:6.7.8.9.10.11.12,^1:23|. Procedure details: 100 mg (833 μmol) of 3-azidopyridine (for preparation see U.S. Pat. No. 4,775,762, CAUTION explosive!) and 151 mg (833 μmol) of 2-(6-ethynylpyridin-2-yl)pyrimidine were initially charged in a mixture of 1 ml of water and 1 ml of tert-butanol, 16.5 mg (83.3 μmol) of the sodium salt of L-ascorbic acid and 20.8 mg (83.3 μmol) of copper(II) sulfate pentahydrate were added, and the mixture was stirred at room temperature for 23 hours. The reaction mixture was then added to water and extracted repeate... The reactants are C1N2CN3CN1CN(C2)C3, Cc1cc(F)c(F)cc1O, O, O=C(O)C(F)(F)F, O=S(=O)(O)O. Yields the product Cc1cc(F)c(F)c(C=O)c1O. As a reaction SMILES: [CH2:11]1[N:12]2[CH2:13][N:14]3[CH2:15][N:16]([CH2:17]2)[CH2:18][N:19]1[CH2:20]3.[F:1][c:2]1[cH:3][c:4]([CH3:10])[c:5]([OH:9])[cH:6][c:7]1[F:8].[OH2:26].[OH:27][C:28]([C:29]([F:30])([F:31])[F:32])=[O:33].[S:21](=[O:22])(=[O:23])([OH:24])[OH:25]>>[F:1][c:2]1[cH:3][c:4]([CH3:10])[c:5]([OH:9])[c:6]([CH:11]=[O:26])[c:7]1[F:8].